From a dataset of the Open Reaction Database (ORD), a public repository of structured organic reaction records. describe an organic reaction: reactants, conditions, products, and yield Starting materials: CCOc1ccc2c(F)c(-c3ccc(N)cc3)n(CC3CC3)c2c1, CC(C)OC(=O)Cl, c1ccncc1. Yields the product CCOc1ccc2c(F)c(-c3ccc(NC(=O)OC(C)C)cc3)n(CC3CC3)c2c1. RXN SMILES: [CH:1]1([CH2:4][n:5]2[c:6](-[c:18]3[cH:19][cH:20][c:21]([NH2:24])[cH:22][cH:23]3)[c:7]([F:17])[c:8]3[cH:9][cH:10][c:11]([O:14][CH2:15][CH3:16])[cH:12][c:13]23)[CH2:2][CH2:3]1.[CH:25]([CH3:26])([CH3:27])[O:28][C:29](=[O:30])[Cl:31].[cH:32]1[cH:33][cH:34][n:35][cH:36][cH:37]1>>[CH:1]1([CH2:4][n:5]2[c:6](-[c:18]3[cH:19][cH:20][c:21]([NH:24][C:29]([O:28][CH:25]([CH3:26])[CH3:27])=[O:30])[cH:22][cH:23]3)[c:7]([F:17])[c:8]3[cH:9][cH:10][c:11]([O:14][CH2:15][CH3:16])[cH:12][c:13]23)[CH2:2][CH2:3]1. Reactants: Cl, NO, O=C(O)COc1ccc(C(=O)c2cccs2)c2ccccc12, c1ccncc1. The product is O=C(O)COc1ccc(C(=NO)c2cccs2)c2ccccc12. As a reaction SMILES: [ClH:23].[NH2:24][OH:25].[c:1]1([C:6](=[O:7])[c:8]2[cH:9][cH:10][c:11]([O:18][CH2:19][C:20](=[O:21])[OH:22])[c:12]3[cH:13][cH:14][cH:15][cH:16][c:17]23)[cH:2][cH:3][cH:4][s:5]1.[cH:26]1[cH:27][cH:28][n:29][cH:30][cH:31]1>>[c:1]1([C:6]([c:8]2[cH:9][cH:10][c:11]([O:18][CH2:19][C:20](=[O:21])[OH:22])[c:12]3[cH:13][cH:14][cH:15][cH:16][c:17]23)=[N:24][OH:25])[cH:2][cH:3][cH:4][s:5]1. The reactants are CC(C)n1ncnc1-c1nc2c(s1)CCOc1cc(C3(O)CCN(C(=O)OC(C)(C)C)CC3)ccc1-2, CCN(CC)S(F)(F)F, ClCCl. The product is CC(C)n1ncnc1-c1nc2c(s1)CCOc1cc(C3(F)CCN(C(=O)OC(C)(C)C)CC3)ccc1-2. As a reaction SMILES: [C:1]([CH3:2])([CH3:3])([CH3:4])[O:5][C:6](=[O:7])[N:8]1[CH2:9][CH2:10][C:11]([c:14]2[cH:15][c:16]3[c:17]([cH:34][cH:35]2)-[c:18]2[n:19][c:20](-[c:26]4[n:27]([CH:31]([CH3:32])[CH3:33])[n:28][cH:29][n:30]4)[s:21][c:22]2[CH2:23][CH2:24][O:25]3)([OH:36])[CH2:12][CH2:13]1.[CH2:37]([N:38]([S:39]([F:40])([F:41])[F:43])[CH2:42][CH3:44])[CH3:45].[Cl:46][CH2:47][Cl:48]>>[C:1]([CH3:2])([CH3:3])([CH3:4])[O:5][C:6](=[O:7])[N:8]1[CH2:9][CH2:10][C:11]([c:14]2[cH:15][c:16]3[c:17]([cH:34][cH:35]2)-[c:18]2[n:19][c:20](-[c:26]4[n:27]([CH:31]([CH3:32])[CH3:33])[n:28][cH:29][n:30]4)[s:21][c:22]2[CH2:23][CH2:24][O:25]3)([F:43])[CH2:12][CH2:13]1. The reactants are CCO, COC(=O)c1cccc(COc2cccc(O)c2C=O)c1, Cl, [Na+], [OH-], O. Product: O=Cc1c(O)cccc1OCc1cccc(C(=O)O)c1. As a reaction SMILES: [CH3:25][CH2:26][OH:27].[CH:1](=[O:2])[c:3]1[c:4]([O:5][CH2:6][c:7]2[cH:8][c:9]([C:10](=[O:11])[O:12][CH3:13])[cH:14][cH:15][cH:16]2)[cH:17][cH:18][cH:19][c:20]1[OH:21].[ClH:24].[Na+:23].[OH-:22].[OH2:28]>>[CH:1](=[O:2])[c:3]1[c:4]([O:5][CH2:6][c:7]2[cH:8][c:9]([C:10](=[O:11])[OH:12])[cH:14][cH:15][cH:16]2)[cH:17][cH:18][cH:19][c:20]1[OH:21]. Starting materials: OC(C#CC1=CC=C(C=C1)OS(=O)(=O)C(F)(F)F)(C)C (4-(3-hydroxy-3,3-dimethyl-1-propynyl)-1- trifluoromethanesulfonyloxybenzene), OO (hydrogen peroxide), [OH-].[Na+] (sodium hydroxide), Example 1. Reagents/catalysts: C=1C=CC(=CC1)[P](C=2C=CC=CC2)(C=3C=CC=CC3)[Pd]([P](C=4C=CC=CC4)(C=5C=CC=CC5)C=6C=CC=CC6)([P](C=7C=CC=CC7)(C=8C=CC=CC8)C=9C=CC=CC9)[P](C=1C=CC=CC1)(C=1C=CC=CC1)C=1C=CC=CC1 (tetrakis(triphenylphosphine)palladium). Solvent: O1CCCC1 (tetrahydrofuran), O1CCCC1 (tetrahydrofuran). Product: OC(C#CC1=CC=C(C=C1)\C=C\CCC)(C)C (4-(3-hydroxy-3,3-dimethyl-1-propynyl)-1-(1-trans-pentenyl)benzene). Isolated yield 163.5%. As a reaction SMILES: [OH:1][C:2]([CH3:20])([CH3:19])[C:3]#[C:4][C:5]1[CH:10]=[CH:9][C:8](OS(C(F)(F)F)(=O)=O)=[CH:7][CH:6]=1.[OH-].[Na+].OO>O1CCCC1.C1C=CC([P]([Pd]([P](C2C=CC=CC=2)(C2C=CC=CC=2)C2C=CC=CC=2)([P](C2C=CC=CC=2)(C2C=CC=CC=2)C2C=CC=CC=2)[P](C2C=CC=CC=2)(C2C=CC=CC=2)C2C=CC=CC=2)(C2C=CC=CC=2)C2C=CC=CC=2)=CC=1>[OH:1][C:2]([CH3:20])([CH3:19])[C:3]#[C:4][C:5]1[CH:10]=[CH:9][C:8](/[CH:19]=[CH:2]/[CH2:3][CH2:4][CH3:5])=[CH:7][CH:6]=1 |f:1.2,^1:33,35,54,73|. Reported procedure: In a four necked flask equipped with a stirrer, a reflux condenser and a thermometer which had been replaced by a nitrogen atmosphere, 4-(3-hydroxy-3,3-dimethyl-1-propynyl)-1- trifluoromethanesulfonyloxybenzene (3.6 g, 15 mmol), tetrakis(triphenylphosphine)palladium (0.06 g, 0.05 mmol), sodium hydroxide (1.2 g, 30 mmol) and tetrahydrofuran (60 ml) were charged. Then, to the mixture, a solution of E-1-pentenylcatecholborane prepared in Reference Example 1 (20 mmol) in tetrahydrofuran (50 ml) was ... The reactants are CC(=O)N(CC1C(O)CC(Cl)C1CC=CCCCC(=O)O)c1cc(Cl)cc(Cl)c1, C1CCOC1, [Li+], [OH-]. Product: O=C(O)CCCC=CCC1C(Cl)CC(O)C1CNc1cc(Cl)cc(Cl)c1. As a reaction SMILES: [C:3](=[O:4])([CH3:5])[N:6]([c:7]1[cH:8][c:9]([Cl:14])[cH:10][c:11]([Cl:13])[cH:12]1)[CH2:15][CH:16]1[CH:17]([CH2:23][CH:24]=[CH:25][CH2:26][CH2:27][CH2:28][C:29](=[O:30])[OH:31])[CH:18]([Cl:22])[CH2:19][CH:20]1[OH:21].[CH2:32]1[O:33][CH2:34][CH2:35][CH2:36]1.[Li+:1].[OH-:2]>>[NH:6]([c:7]1[cH:8][c:9]([Cl:14])[cH:10][c:11]([Cl:13])[cH:12]1)[CH2:15][CH:16]1[CH:17]([CH2:23][CH:24]=[CH:25][CH2:26][CH2:27][CH2:28][C:29](=[O:30])[OH:31])[CH:18]([Cl:22])[CH2:19][CH:20]1[OH:21]. Starting materials: C1CCOC1, CO, CS(C)=O, Cc1c(Cl)cccc1S(=O)(=O)Nc1ccc2c(c1)nc(C)n2S(=O)(=O)c1cccc(Cl)c1C, Cc1c(Cl)cccc1S(=O)(=O)Cl, Cc1c(Cl)cccc1S(=O)(=O)Nc1ccc2nc(C)n(S(=O)(=O)c3cccc(Cl)c3C)c2c1, O, On1nnc2ccccc21. Product: Cc1nc2cc(NS(=O)(=O)c3cccc(Cl)c3C)ccc2[nH]1. Reaction SMILES: [CH2:89]1[O:90][CH2:91][CH2:92][CH2:93]1.[CH3:94][OH:95].[CH3:97][S:98]([CH3:99])=[O:100].[Cl:13][c:14]1[c:15]([CH3:45])[c:16]([S:20](=[O:21])(=[O:22])[NH:23][c:24]2[cH:25][c:26]3[c:27]([n:28]([S:32]([c:33]4[cH:34][cH:35][cH:36][c:37]([Cl:38])[c:39]4[CH3:40])(=[O:41])=[O:42])[c:29]([CH3:31])[n:30]3)[cH:43][cH:44]2)[cH:17][cH:18][cH:19]1.[Cl:1][c:2]1[c:3]([CH3:4])[c:5]([S:6]([Cl:7])(=[O:8])=[O:9])[cH:10][cH:11][cH:12]1.[Cl:46][c:47]1[c:48]([CH3:49])[c:50]([S:51]([NH:52][c:53]2[cH:54][cH:55][c:56]3[n:57][c:58]([CH3:59])[n:60]([S:61]([c:62]4[cH:63][cH:64][cH:65][c:66]([Cl:67])[c:68]4[CH3:69])(=[O:70])=[O:71])[c:72]3[cH:73]2)(=[O:74])=[O:75])[cH:76][cH:77][cH:78]1.[OH2:96].[OH:79][n:80]1[c:81]2[cH:82][cH:83][cH:84][cH:85][c:86]2[n:87][n:88]1>>[Cl:13][c:14]1[c:15]([CH3:45])[c:16]([S:20](=[O:21])(=[O:22])[NH:23][c:24]2[cH:25][c:26]3[c:27]([nH:28][c:29]([CH3:31])[n:30]3)[cH:43][cH:44]2)[cH:17][cH:18][cH:19]1. Reactants: CCN=C=O, CCNC(=O)c1ccc(C)c(-c2ccc3c(C4CCNCC4)n[nH]c3c2)c1, CN(C)C=O. Yields the product CCNC(=O)c1ccc(C)c(-c2ccc3c(C4CCN(C(=O)NCC)CC4)n[nH]c3c2)c1. As a reaction SMILES: [CH2:1]([CH3:2])[N:3]=[C:4]=[O:5].[CH2:6]([CH3:7])[NH:8][C:9]([c:10]1[cH:11][cH:12][c:13]([CH3:31])[c:14](-[c:16]2[cH:17][cH:18][c:19]3[c:20]([CH:25]4[CH2:26][CH2:27][NH:28][CH2:29][CH2:30]4)[n:21][nH:22][c:23]3[cH:24]2)[cH:15]1)=[O:32].[O:33]=[CH:34][N:35]([CH3:36])[CH3:37]>>[CH2:1]([CH3:2])[NH:3][C:4](=[O:5])[N:28]1[CH2:27][CH2:26][CH:25]([c:20]2[c:19]3[cH:18][cH:17][c:16](-[c:14]4[c:13]([CH3:31])[cH:12][cH:11][c:10]([C:9]([NH:8][CH2:6][CH3:7])=[O:32])[cH:15]4)[cH:24][c:23]3[nH:22][n:21]2)[CH2:30][CH2:29]1. Starting materials: CCCCCCCCBr, [Li]CCCC, CCO, C1CCOC1, O, c1csc(-c2cccs2)c1. Product: CCCCCCCCc1ccsc1-c1cccs1. RXN SMILES: [Br:21][CH2:22][CH2:23][CH2:24][CH2:25][CH2:26][CH2:27][CH2:28][CH3:29].[CH2:16]([Li:17])[CH2:18][CH2:19][CH3:20].[CH3:31][CH2:32][OH:33].[O:11]1[CH2:12][CH2:13][CH2:14][CH2:15]1.[OH2:30].[s:1]1[c:2](-[c:6]2[s:7][cH:8][cH:9][cH:10]2)[cH:3][cH:4][cH:5]1>>[s:1]1[c:2](-[c:6]2[s:7][cH:8][cH:9][cH:10]2)[c:3]([CH2:22][CH2:23][CH2:24][CH2:25][CH2:26][CH2:27][CH2:28][CH3:29])[cH:4][cH:5]1. Reagents/catalysts: [I-].C(CCC)[N+](CCCC)(CCCC)CCCC (tetrabutylammonium iodide), [I-].C(CCC)[N+](CCCC)(CCCC)CCCC (tetrabutylammonium iodide). As a reaction SMILES: [OH:1][C:2]1[CH:15]=[CH:14][C:13]2[O:12][C:11]3[C:6](=[CH:7][C:8]([C:16]4[CH:17]=[N:18][CH:19]=[N:20][CH:21]=4)=[CH:9][CH:10]=3)[C:5]3([CH2:25][O:24][C:23]([NH2:26])=[N:22]3)[C:4]=2[CH:3]=1.C(=O)([O-])[O-].[Cs+].[Cs+].CN(C=O)C.Br[CH2:39][C:40]([CH3:43])([CH3:42])[CH3:41]>[I-].C([N+](CCCC)(CCCC)CCCC)CCC.O>[CH3:39][C:40]([CH3:43])([CH3:42])[CH2:41][O:1][C:2]1[CH:15]=[CH:14][C:13]2[O:12][C:11]3[C:6](=[CH:7][C:8]([C:16]4[CH:17]=[N:18][CH:19]=[N:20][CH:21]=4)=[CH:9][CH:10]=3)[C:5]3([CH2:25][O:24][C:23]([NH2:26])=[N:22]3)[C:4]=2[CH:3]=1 |f:1.2.3,6.7|. The reactants are C([O-])([O-])=O.[Cs+].[Cs+] (cesium carbonate), BrCC(C)(C)C (1-bromo-2,2-dimethylpropane), OC1=CC=2C3(C4=CC(=CC=C4OC2C=C1)C=1C=NC=NC1)N=C(OC3)N (2′-hydroxy-7′-(5-pyrimidinyl)spiro[1,3-oxazole-4,9′-xanthen]-2-amine), C([O-])([O-])=O.[Cs+].[Cs+] (cesium carbonate), CN(C)C=O (DMF), BrCC(C)(C)C (1-bromo-2,2-dimethylpropane). Procedure details: A glass vial was charged with 2′-hydroxy-7′-(5-pyrimidinyl)spiro[1,3-oxazole-4,9′-xanthen]-2-amine (prepared as described in Example 3; 159 mg, 459 μmol), tetrabutylammonium iodide (84.8 mg, 230 μmol), cesium carbonate (374 mg, 1148 μmol), DMF (1.8 mL), and 1-bromo-2,2-dimethylpropane (175 μl, 1377 μmol). The vial was sealed and heated in a Biotage Initiator microwave reactor for 2 h at 100° C. Additional portions of tetrabutylammonium iodide (85 mg), cesium carbonate (180 mg), and 1-bromo-2,2-d... Product: CC(COC1=CC=2C3(C4=CC(=CC=C4OC2C=C1)C=1C=NC=NC1)N=C(OC3)N)(C)C (2′-(2,2-dimethylpropoxy)-7′-(5-pyrimidinyl)spiro[1,3-oxazole-4,9′-xanthen]-2-amine). Solvent: O (water). Conditions: temperature 100 celsius.